This data is from the Open Reaction Database (ORD), a public repository of structured organic reaction records. The task is: describe an organic reaction: reactants, conditions, products, and yield Starting materials: CC1(C(C12CCCC2)C(=O)O)C (2,2-dimethylspiro[2,4]heptane-1-carboxylic acid), C(#C)C(C1=CC(=CC=C1)OC1=CC=CC=C1)O (α-ethynyl-m-phenoxybenzyl alcohol). Product: CC1(C(C12CCCC2)C(=O)OC(C2=CC(=CC=C2)OC2=CC=CC=C2)C#C)C (2,2-Dimethylspiro[2,4]heptane-1-carboxylic acid, α-ethynyl-m-phenoxybenzyl ester). As a reaction SMILES: [CH3:1][C:2]1([CH3:12])[C:4]2([CH2:8][CH2:7][CH2:6][CH2:5]2)[CH:3]1[C:9]([OH:11])=[O:10].[C:13]([CH:15](O)[C:16]1[CH:21]=[CH:20][CH:19]=[C:18]([O:22][C:23]2[CH:28]=[CH:27][CH:26]=[CH:25][CH:24]=2)[CH:17]=1)#[CH:14]>>[CH3:1][C:2]1([CH3:12])[C:4]2([CH2:8][CH2:7][CH2:6][CH2:5]2)[CH:3]1[C:9]([O:11][CH:15]([C:13]#[CH:14])[C:16]1[CH:21]=[CH:20][CH:19]=[C:18]([O:22][C:23]2[CH:28]=[CH:27][CH:26]=[CH:25][CH:24]=2)[CH:17]=1)=[O:10]. Procedure details: The procedure of Example 1 is followed using 2,2-dimethylspiro[2,4]heptane-1-carboxylic acid in place of 2,2-dimethyl-4,5-benzospiro[2,4]hepta-4,6-diene-1-carboxylic acid and α-ethynyl-m-phenoxybenzyl alcohol in place of m-phenoxybenzyl alcohol to give the product as an oil.